Dataset: the Open Reaction Database (ORD), a public repository of structured organic reaction records. Task: describe an organic reaction: reactants, conditions, products, and yield The reactants are Intermediate 216, FC(C(=O)O)(F)F.C(CCC)NC1=NC(=C2N=C(N=C2N1)OC)N (N2-butyl-8-(methyloxy)-3H-purine-2,6-diamine trifluoroacetate), BrCCCC1OCCCC1 (2-(3-bromopropyl)tetrahydro-2H-pyran). Product: C(CCC)NC1=NC(=C2N=C(N(C2=N1)CCCC1OCCCC1)OC)N (N2-Butyl-8-(methyloxy)-9-[3-(tetrahydro-2H-pyran-2-yl)propyl]-9H-Purine-2,6-diamine). Reaction SMILES: FC(F)(F)C(O)=O.[CH2:8]([NH:12][C:13]1[NH:21][C:20]2[C:16]([N:17]=[C:18]([O:22][CH3:23])[N:19]=2)=[C:15]([NH2:24])[N:14]=1)[CH2:9][CH2:10][CH3:11].Br[CH2:26][CH2:27][CH2:28][CH:29]1[CH2:34][CH2:33][CH2:32][CH2:31][O:30]1>>[CH2:8]([NH:12][C:13]1[N:21]=[C:20]2[C:16]([N:17]=[C:18]([O:22][CH3:23])[N:19]2[CH2:26][CH2:27][CH2:28][CH:29]2[CH2:34][CH2:33][CH2:32][CH2:31][O:30]2)=[C:15]([NH2:24])[N:14]=1)[CH2:9][CH2:10][CH3:11] |f:0.1|. Procedure details: Prepared similarly to Intermediate 216 from N2-butyl-8-(methyloxy)-3H-purine-2,6-diamine trifluoroacetate and 2-(3-bromopropyl)tetrahydro-2H-pyran. Starting materials: C(C)C1=C(C(=CC(=C1)C(CC)=O)CC)O (2,6-Diethyl-4-propionylphenol), Cl.COC1=CC=C(C=C1)NN (4-methoxyphenylhydrazine hydrochloride). Yields the product C(C)C=1C=C(C=C(C1O)CC)C=1NC2=CC=C(C=C2C1C)OC (2-(3,5-diethyl-4-hydroxyphenyl)-5-methoxy-3-methylindole). As a reaction SMILES: [CH2:1]([C:3]1[CH:8]=[C:7]([C:9](=O)[CH2:10][CH3:11])[CH:6]=[C:5]([CH2:13][CH3:14])[C:4]=1[OH:15])[CH3:2].Cl.[CH3:17][O:18][C:19]1[CH:24]=[CH:23][C:22]([NH:25]N)=[CH:21][CH:20]=1>>[CH2:13]([C:5]1[CH:6]=[C:7]([C:9]2[NH:25][C:22]3[C:23]([C:10]=2[CH3:11])=[CH:24][C:19]([O:18][CH3:17])=[CH:20][CH:21]=3)[CH:8]=[C:3]([CH2:1][CH3:2])[C:4]=1[OH:15])[CH3:14] |f:1.2|. Procedure: 2,6-Diethyl-4-propionylphenol and 4-methoxyphenylhydrazine hydrochloride were treated in the same way as in Example 1 to give 2-(3,5-diethyl-4-hydroxyphenyl)-5-methoxy-3-methylindole. Starting materials: COc1ccc2nccc(C(=O)O)c2c1, CCI, [K+], [K+], O=C([O-])[O-], CN(C)C=O. Yields the product CCOC(=O)c1ccnc2ccc(OC)cc12. Reaction SMILES: [CH3:1][O:2][c:3]1[cH:4][c:5]2[c:6]([C:13](=[O:14])[OH:15])[cH:7][cH:8][n:9][c:10]2[cH:11][cH:12]1.[I:22][CH2:23][CH3:24].[K+:16].[K+:17].[O-:18][C:19]([O-:20])=[O:21].[O:25]=[CH:26][N:27]([CH3:28])[CH3:29]>>[CH3:1][O:2][c:3]1[cH:4][c:5]2[c:6]([C:13]([O:14][CH2:23][CH3:24])=[O:15])[cH:7][cH:8][n:9][c:10]2[cH:11][cH:12]1.